From a dataset of the Open Reaction Database (ORD), a public repository of structured organic reaction records. describe an organic reaction: reactants, conditions, products, and yield The reactants are CNC1CCOCC1 (N-Methyltetrahydro-2H-pyran-4-amine), N=1SN=C2C1C=CC(=C2)C(=O)O ([2,1,3]-benzothiadiazole-5-carboxylic acid), C=1C=CC2=C(C1)N=NN2O (HOBT), CCN=C=NCCCN(C)C (EDCI). Reagents/catalysts: CN(C)C=1C=CN=CC1 (DMAP). Solvent: CN(C)C=O (DMF), C(C)N(CC)CC (triethylamine). Conditions: time 18 hour. Yields the product CN(C(=O)C1=CC=2C(=NSN2)C=C1)C1CCOCC1 (N-Methyl-N-(tetrahydro-2H-pyran-4-yl)-[2,1,3]-benzothiadiazole-5-carboxamide). Reaction SMILES: [CH3:1][NH:2][CH:3]1[CH2:8][CH2:7][O:6][CH2:5][CH2:4]1.[N:9]1[S:10][N:11]=[C:12]2[CH:17]=[C:16]([C:18](O)=[O:19])[CH:15]=[CH:14][C:13]=12.C1C=CC2N(O)N=NC=2C=1.CCN=C=NCCCN(C)C>CN(C1C=CN=CC=1)C.CN(C=O)C.C(N(CC)CC)C>[CH3:1][N:2]([CH:3]1[CH2:8][CH2:7][O:6][CH2:5][CH2:4]1)[C:18]([C:16]1[CH:15]=[CH:14][C:13]2=[N:9][S:10][N:11]=[C:12]2[CH:17]=1)=[O:19]. Procedure details: N-Methyltetrahydro-2H-pyran-4-amine (0.4 g, 3.4 mmol), [2,1,3]-benzothiadiazole-5-carboxylic acid (0.23 g, 1.4 mmol), DMAP (0.2 g: 1.6 mmol), HOBT (0.2 g, 1.5 mmol), triethylamine (1.0 ml) and EDCI (1 g, 6.4 mmol) were dissolved in DMF (30 ml). The mixture was stirred at room temperature for 18 h and then concentrated under vacuum. Chloroform (100 ml) was added and the mixture washed with water (100 ml) and H2SO4 (→pH 2) and NaHCO3 solution (100 ml). The aqueous was extracted with chloroform (10... Reactants: ClC1=CC=C(C[C@@H]2N(CC[C@@H](C2)C2=CC(NO2)=O)C(=O)OC)C=C1 ((2R,4S)-Methyl 2-(4-chlorobenzyl)-4-(3-oxo-2,3-dihydroisoxazol-5-yl)piperidine-1-carboxylate). Solvent: Br (HBr). Yields the product ClC1=CC=C(C[C@@H]2NCC[C@@H](C2)C2=CC(NO2)=O)C=C1 (5-((2R,4S)-2-(4-chlorobenzyl)piperidin-4-yl)isoxazol-3(2H)-one). The yield is 71.2%. RXN SMILES: [Cl:1][C:2]1[CH:24]=[CH:23][C:5]([CH2:6][C@H:7]2[CH2:12][C@@H:11]([C:13]3[O:17][NH:16][C:15](=[O:18])[CH:14]=3)[CH2:10][CH2:9][N:8]2C(OC)=O)=[CH:4][CH:3]=1>Br>[Cl:1][C:2]1[CH:24]=[CH:23][C:5]([CH2:6][C@H:7]2[CH2:12][C@@H:11]([C:13]3[O:17][NH:16][C:15](=[O:18])[CH:14]=3)[CH2:10][CH2:9][NH:8]2)=[CH:4][CH:3]=1. Reported procedure: (2R,4S)-Methyl 2-(4-chlorobenzyl)-4-(3-oxo-2,3-dihydroisoxazol-5-yl)piperidine-1-carboxylate (253 mg, 0.72 mmol) was stirred in HBr (33% in AcOH) overnight (24 hours). Evaporation of solvents and the residue was purified by preparative HPLC on a XBridge C18 column (10 μm 250×50 ID mm) using a gradient of 5% to 45% Acetonitrile in H2O/MeCN/NH3 95/5/0.2 buffer over 20 minutes with a flow of 100 mL/min. 5-((2R,4S)-2-(4-chlorobenzyl)piperidin-4-yl)isoxazol-3(2H)-one (150 mg, 71%) was isolated. 1H NM... Reactants: CNC, CC=CC(=O)Nc1cc2c(Nc3ccc(F)c(Cl)c3)c(C#N)cnc2cc1OCC, C1CCOC1. Yields the product CCOc1cc2ncc(C#N)c(Nc3ccc(F)c(Cl)c3)c2cc1NC(=O)CC(C)N(C)C. RXN SMILES: [CH3:31][NH:32][CH3:33].[Cl:1][c:2]1[cH:3][c:4]([NH:5][c:6]2[c:7]([C:25]#[N:26])[cH:8][n:9][c:10]3[cH:11][c:12]([O:22][CH2:23][CH3:24])[c:13]([NH:16][C:17]([CH:18]=[CH:19][CH3:20])=[O:21])[cH:14][c:15]23)[cH:27][cH:28][c:29]1[F:30].[O:34]1[CH2:35][CH2:36][CH2:37][CH2:38]1>>[Cl:1][c:2]1[cH:3][c:4]([NH:5][c:6]2[c:7]([C:25]#[N:26])[cH:8][n:9][c:10]3[cH:11][c:12]([O:22][CH2:23][CH3:24])[c:13]([NH:16][C:17]([CH2:18][CH:19]([CH3:20])[N:32]([CH3:31])[CH3:33])=[O:21])[cH:14][c:15]23)[cH:27][cH:28][c:29]1[F:30]. Starting materials: CCOC(=O)/N=N/C(=O)OCC (Diethylazodicarboxylate), C1(=CC=CC=C1)P(C1=CC=CC=C1)C1=CC=CC=C1 (triphenylphosphine), O[C@@H](C(=O)OC)C(C)C (methyl (R)-2-hydroxy-3-methylbutanoate), C1(=CC=CC=C1)C1=CC=C(C=C1)O (4-phenylphenol). Solvent: O1CCCC1 (tetrahydrofuran), O1CCCC1 (tetrahydrofuran). Conditions: time 8 hour. Product: C1(=CC=C(C=C1)O[C@H](C(=O)OC)C(C)C)C1=CC=CC=C1 ((2S)-2-(Biphenyl-4-yloxy)-3-methylbutyric acid, methyl ester). RXN SMILES: CCOC(/N=N/C(OCC)=O)=O.C1(P(C2C=CC=CC=2)C2C=CC=CC=2)C=CC=CC=1.[OH:32][C@H:33]([CH:38]([CH3:40])[CH3:39])[C:34]([O:36][CH3:37])=[O:35].[C:41]1([C:47]2[CH:52]=[CH:51][C:50](O)=[CH:49][CH:48]=2)[CH:46]=[CH:45][CH:44]=[CH:43][CH:42]=1>O1CCCC1>[C:41]1([C:47]2[CH:48]=[CH:49][CH:50]=[CH:51][CH:52]=2)[CH:46]=[CH:45][C:44]([O:32][C@@H:33]([CH:38]([CH3:40])[CH3:39])[C:34]([O:36][CH3:37])=[O:35])=[CH:43][CH:42]=1. Reported procedure: Diethylazodicarboxylate (11.5 ml) in dry tetrahydrofuran (40 ml) was added dropwise over 30 minutes to a stirred solution of triphenylphosphine (22 g), methyl (R)-2-hydroxy-3-methylbutanoate (11.2 g, J.Am.Chem.Soc., (1990), 112, 21, 7659) and 4-phenylphenol (14.5 g) in dry tetrahydrofuran (120 ml). The resulting solution was stirred at room temperature overnight and was then concentrated under reduced pressure. A mixture of isohexane:ether (9:1) (750 ml) was added to the residue and the mixture ... Starting materials: CCC(C)C(CN(C(=O)C1CC1c1ccc(F)cn1)c1ccc(O[Si](C)(C)C(C)(C)C)cc1)NC(=O)OC(C)(C)C, CCCC[N+](CCCC)(CCCC)CCCC, C1CCOC1, CCOC(C)=O, [F-]. Yields the product CCC(C)C(CN(C(=O)C1CC1c1ccc(F)cn1)c1ccc(O)cc1)NC(=O)OC(C)(C)C. RXN SMILES: [C:1]([CH3:2])([CH3:3])([CH3:4])[O:5][C:6]([NH:7][CH:8]([CH:9]([CH2:10][CH3:11])[CH3:12])[CH2:13][N:14]([C:15](=[O:16])[CH:17]1[CH:18]([c:20]2[n:21][cH:22][c:23]([F:26])[cH:24][cH:25]2)[CH2:19]1)[c:27]1[cH:28][cH:29][c:30]([O:33][Si:34]([C:35]([CH3:36])([CH3:37])[CH3:38])([CH3:39])[CH3:40])[cH:31][cH:32]1)=[O:41].[CH2:43]([N+:44]([CH2:45][CH2:46][CH2:47][CH3:48])([CH2:49][CH2:50][CH2:51][CH3:52])[CH2:53][CH2:54][CH2:55][CH3:56])[CH2:57][CH2:58][CH3:59].[CH2:60]1[O:61][CH2:62][CH2:63][CH2:64]1.[CH3:65][CH2:66][O:67][C:68]([CH3:69])=[O:70].[F-:42]>>[C:1]([CH3:2])([CH3:3])([CH3:4])[O:5][C:6]([NH:7][CH:8]([CH:9]([CH2:10][CH3:11])[CH3:12])[CH2:13][N:14]([C:15](=[O:16])[CH:17]1[CH:18]([c:20]2[n:21][cH:22][c:23]([F:26])[cH:24][cH:25]2)[CH2:19]1)[c:27]1[cH:28][cH:29][c:30]([OH:33])[cH:31][cH:32]1)=[O:41]. Starting materials: [OH-].[Na+] (sodium hydroxide), C1[C@H]([C@@H]2[C@H](O1)[C@H](CO2)O)O (1,4; 3,6-dianhydrosorbitol), C(C)(C)(C)O (tert.-butanol), S(=O)(=O)(OC)OC (dimethyl sulfate). Product: CO[C@@H]1CO[C@H]2[C@@H]1OC[C@@H]2OC (dimethyl isosorbide). Yield: 93.0%. RXN SMILES: [CH2:1]1[O:5][C@@H:4]2[C@@H:6]([OH:9])[CH2:7][O:8][C@@H:3]2[C@@H:2]1O.[OH-].[Na+].S([O:18][CH3:19])(OC)(=O)=O.[C:20](O)(C)(C)C>>[CH3:20][O:9][C@H:6]1[C@H:4]2[O:5][CH2:1][C@H:2]([O:18][CH3:19])[C@H:3]2[O:8][CH2:7]1 |f:1.2|. Procedure details: 292.3 g (2 mol) of 1,4; 3,6-dianhydrosorbitol and 800 ml of tert.-butanol were heated to 55° to 65° C. with stirring and then two separate dropping funnels were used to simultaneously add 572 g (7.14 mol) of aqueous 50% sodium hydroxide solution and 631 g (5 mol) of dimethyl sulfate dropwise at this temperature while keeping the reaction mixture always alkaline. The mixture was then stirred for three hours at about 60° C. and then most of the tert.-butanol was distilled off. The residue was mixe... RXN SMILES: [CH:1]1([C:4]2[CH:9]=[CH:8][N:7]=[CH:6][C:5]=2[N:10]2[CH2:14][CH2:13][NH:12][C:11]2=[O:15])[CH2:3][CH2:2]1.Cl[C:17]1[CH:22]=[C:21]([CH3:23])[N:20]=[CH:19][N:18]=1.C(=O)([O-])[O-].[Cs+].[Cs+]>C1C=CC(/C=C/C(/C=C/C2C=CC=CC=2)=O)=CC=1.C1C=CC(/C=C/C(/C=C/C2C=CC=CC=2)=O)=CC=1.C1C=CC(/C=C/C(/C=C/C2C=CC=CC=2)=O)=CC=1.[Pd].[Pd].C1(C)C=CC=CC=1>[CH:1]1([C:4]2[CH:9]=[CH:8][N:7]=[CH:6][C:5]=2[N:10]2[CH2:14][CH2:13][N:12]([C:17]3[CH:22]=[C:21]([CH3:23])[N:20]=[CH:19][N:18]=3)[C:11]2=[O:15])[CH2:3][CH2:2]1 |f:2.3.4,5.6.7.8.9|. The solvent is C1(=CC=CC=C1)C (toluene). Reagents/catalysts: C=1C=CC(=CC1)/C=C/C(=O)/C=C/C2=CC=CC=C2.C=1C=CC(=CC1)/C=C/C(=O)/C=C/C2=CC=CC=C2.C=1C=CC(=CC1)/C=C/C(=O)/C=C/C2=CC=CC=C2.[Pd].[Pd] (Pd2(dba)3). Product: C1(CC1)C1=C(C=NC=C1)N1C(N(CC1)C1=NC=NC(=C1)C)=O (1-(4-cyclopropylpyridin-3-yl)-3-(6-methylpyrimidin-4-yl)imidazolidin-2-one). Procedure: Using analogous reagents and reaction conditions as described in Example 11 above, 1-(4-cyclopropylpyridin-3-yl)imidazolidin-2-one (I-1d: 100 mg, 0.492 mmol) was reacted with 4-chloro-6-methylpyrimidine (73 mg, 0.541 mmol), 2-dicyclohexyl-phosphino-2′,4′,6′-triisopropylbiphenyl (23 mg, 0.0492 mmol), Pd2(dba)3 (23 mg, 0.024 mmol), cesium carbonate (400 mg, 1.23 mmol) and toluene (10 mL) in seal tube at 115° C. for 14 hours. Purification by column chromatography on silica gel (2% methanol in chlor... Yield: 20.6%. Starting materials: C1(CC1)C1=C(C=NC=C1)N1C(NCC1)=O (1-(4-cyclopropylpyridin-3-yl)imidazolidin-2-one), ClC1=NC=NC(=C1)C (4-chloro-6-methylpyrimidine), 2-dicyclohexyl-phosphino-2′,4′,6′-triisopropylbiphenyl, C([O-])([O-])=O.[Cs+].[Cs+] (cesium carbonate).